Task: describe an organic reaction: reactants, conditions, products, and yield. Dataset: the Open Reaction Database (ORD), a public repository of structured organic reaction records Product: COC(OC)C(=O)C=Cc1ccc(-c2cccs2)s1. The reactants are COC(OC)C(C)=O, CCO, O=Cc1ccc(-c2cccs2)s1, [K+], [OH-], O. RXN SMILES: [CH3:13][C:14](=[O:15])[CH:16]([O:17][CH3:18])[O:19][CH3:20].[CH3:24][CH2:25][OH:26].[CH:1](=[O:2])[c:3]1[cH:4][cH:5][c:6](-[c:8]2[s:9][cH:10][cH:11][cH:12]2)[s:7]1.[K+:22].[OH-:21].[OH2:23]>>[CH:1]([c:3]1[cH:4][cH:5][c:6](-[c:8]2[s:9][cH:10][cH:11][cH:12]2)[s:7]1)=[CH:13][C:14](=[O:15])[CH:16]([O:17][CH3:18])[O:19][CH3:20].